Dataset: the Open Reaction Database (ORD), a public repository of structured organic reaction records. Task: describe an organic reaction: reactants, conditions, products, and yield Reactants: CN(C1=NC=CC(=C1)C(CN)(OCC)OCC)C (2-(2-dimethylamino-4-pyridyl)-2,2-diethoxyethylamine), Cl.C(C)(OCC)=N (ethyl acetimidate hydrochloride). The solvent is C(C)O (ethanol). Yields the product CN(C1=NC=CC(=C1)C=1N=C(NC1)C)C (2-dimethylamino-4-(2-methyl-4-imidazolyl)pyridine). RXN SMILES: [CH3:1][N:2]([CH3:18])[C:3]1[CH:8]=[C:7]([C:9](OCC)(OCC)[CH2:10][NH2:11])[CH:6]=[CH:5][N:4]=1.Cl.[C:20](=[NH:25])(OCC)[CH3:21]>C(O)C>[CH3:18][N:2]([CH3:1])[C:3]1[CH:8]=[C:7]([C:9]2[N:25]=[C:20]([CH3:21])[NH:11][CH:10]=2)[CH:6]=[CH:5][N:4]=1 |f:1.2|. Reported procedure: A mixture of 1.0 g. (4 mmoles) of 2-(2-dimethylamino-4-pyridyl)-2,2-diethoxyethylamine, 500 mg. (4.1 mmoles) of ethyl acetimidate hydrochloride and 15 ml. of ethanol is heated to reflux for 1.5 hours. The mixture is concentrated, and the residue taken up in 10 ml. of concentrated hydrochloric acid. After heating at steam bath temperatures for 1 hour, the cooled acid solution is made basic by the addition of solid sodium carbonate, and the product is extracted with chloroform (3×10 ml.). The comb...